From a dataset of the Open Reaction Database (ORD), a public repository of structured organic reaction records. describe an organic reaction: reactants, conditions, products, and yield Starting materials: CCO, [Cl-], [Fe], O=[N+]([O-])c1ccccc1Sc1ccncc1, [NH4+], O. As a reaction SMILES: [CH3:19][CH2:20][OH:21].[Cl-:1].[Fe:23].[N+:3]([O-:4])(=[O:5])[c:6]1[c:7]([S:12][c:13]2[cH:14][cH:15][n:16][cH:17][cH:18]2)[cH:8][cH:9][cH:10][cH:11]1.[NH4+:2].[OH2:22]>>[NH2:3][c:6]1[c:7]([S:12][c:13]2[cH:14][cH:15][n:16][cH:17][cH:18]2)[cH:8][cH:9][cH:10][cH:11]1. The product is Nc1ccccc1Sc1ccncc1. The reactants are CC(=O)OO, CC(=S)OC(OC(=O)C(C)C)C(C)C, ClCCl, O=C1CCC(=O)N1O. Product: CC(C)C(=O)OC(OC(=O)ON1C(=O)CCC1=O)C(C)C. Reaction SMILES: [C:23]([O:24][OH:26])(=[O:25])[CH3:27].[CH3:1][CH:2]([C:3](=[O:4])[O:5][CH:6]([CH:7]([CH3:8])[CH3:9])[O:10][C:11]([CH3:12])=[S:13])[CH3:14].[Cl:28][CH2:29][Cl:30].[OH:15][N:16]1[C:17](=[O:22])[CH2:18][CH2:19][C:20]1=[O:21]>>[CH3:1][CH:2]([C:3](=[O:4])[O:5][CH:6]([CH:7]([CH3:8])[CH3:9])[O:10][C:11]([O:15][N:16]1[C:17](=[O:22])[CH2:18][CH2:19][C:20]1=[O:21])=[O:25])[CH3:14]. Reactants: CCC(C)Cc1nc(C(F)(F)F)ccc1C=CC(=O)O, Cl, C#Cc1cc(CN)cc(F)c1NS(C)(=O)=O. Product: C#Cc1cc(CNC(=O)C=Cc2ccc(C(F)(F)F)nc2CC(C)CC)cc(F)c1NS(C)(=O)=O. As a reaction SMILES: [CH3:18][CH:19]([CH2:20][c:21]1[n:22][c:23]([C:32]([F:33])([F:34])[F:35])[cH:24][cH:25][c:26]1[CH:27]=[CH:28][C:29](=[O:30])[OH:31])[CH2:36][CH3:37].[ClH:17].[NH2:1][CH2:2][c:3]1[cH:4][c:5]([F:16])[c:6]([NH:11][S:12](=[O:13])(=[O:14])[CH3:15])[c:7]([C:9]#[CH:10])[cH:8]1>>[NH:1]([CH2:2][c:3]1[cH:4][c:5]([F:16])[c:6]([NH:11][S:12](=[O:13])(=[O:14])[CH3:15])[c:7]([C:9]#[CH:10])[cH:8]1)[C:29]([CH:28]=[CH:27][c:26]1[c:21]([CH2:20][CH:19]([CH3:18])[CH2:36][CH3:37])[n:22][c:23]([C:32]([F:33])([F:34])[F:35])[cH:24][cH:25]1)=[O:30]. The reactants are CC(C)(C)OC(=O)NC1CC2CCCCC2CC1O, ClCCl, CC(=O)O, O=[Cr](=O)([O-])O[Cr](=O)(=O)[O-], c1cc[nH+]cc1, c1cc[nH+]cc1. Yields the product CC(C)(C)OC(=O)NC1CC2CCCCC2CC1=O. RXN SMILES: [C:1]([CH3:2])([CH3:3])([CH3:4])[O:5][C:6](=[O:7])[NH:8][CH:9]1[CH:10]([OH:19])[CH2:11][CH:12]2[CH2:13][CH2:14][CH2:15][CH2:16][CH:17]2[CH2:18]1.[CH2:45]([Cl:46])[Cl:47].[CH3:41][C:42](=[O:43])[OH:44].[Cr:20]([O:21][Cr:22]([O-:23])(=[O:24])=[O:25])([O-:26])(=[O:27])=[O:28].[nH+:29]1[cH:30][cH:31][cH:32][cH:33][cH:34]1.[nH+:35]1[cH:36][cH:37][cH:38][cH:39][cH:40]1>>[C:1]([CH3:2])([CH3:3])([CH3:4])[O:5][C:6](=[O:7])[NH:8][CH:9]1[C:10](=[O:19])[CH2:11][CH:12]2[CH2:13][CH2:14][CH2:15][CH2:16][CH:17]2[CH2:18]1. Conditions: temperature 100 celsius. The solvent is O (water). Reaction SMILES: P(Cl)(Cl)(Cl)=O.CN(C)[CH:8]=[O:9].[CH3:11][C:12]1([CH3:21])[C:16]2[CH:17]=[CH:18][CH:19]=[CH:20][C:15]=2[O:14][CH2:13]1.C([O-])(=O)C.[Na+]>O>[CH3:11][C:12]1([CH3:21])[C:16]2[CH:17]=[C:18]([CH:8]=[O:9])[CH:19]=[CH:20][C:15]=2[O:14][CH2:13]1 |f:3.4|. The reactants are C(C)(=O)[O-].[Na+] (sodium acetate), P(=O)(Cl)(Cl)Cl (Phosphorus oxychloride), CN(C=O)C (dimethyl formamide), CC1(COC2=C1C=CC=C2)C (2,3-dihydro-3,3-dimethyl benzofuran), material, 2,2-dimethyl, aldehyde. The product is CC1(COC2=C1C=C(C=C2)C=O)C (2,3-Dihydro-3,3-dimethylbenzofuran-5-carboxaldehyde). Reported procedure: Phosphorus oxychloride (30.6 g, 0.2 mole) was added dropwise to a mixture of dimethyl formamide (14.6 g, 0.2 mole) and 2,3-dihydro-3,3-dimethyl benzofuran (14.8 g, 0.1 mole) over half an hour. The temperature rose to 55° C. during addition. The temperature was then raised to 100° C. and maintained for 1 hour prior to addition to a hot solution of sodium acetate (75 g) in water (75 ml). After cooling, the organic layer was separated, dried and distilled yielding 5.6 g unchanged starting material ... Reaction conditions: time 1 hour. Procedure: 2-Chloro-3-(1-cyano-1-methylethyl)benzoic acid (120 mg, 0.537 mmol) produced in Example C61(v) was dissolved in tetrahydrofuran (3.0 mL) and N,N-dimethylformamide (0.01 mL), oxalyl chloride (56.87 μL, 0.672 mmol) was added, and the mixture was stirred at room temperature for 1 hr. The reaction mixture was concentrated under reduced pressure, toluene (10 mL) was added to the residue, and the mixture was again concentrated under reduced pressure. The residue was dissolved in N,N-dimethylacetamide ... Starting materials: C(C(=O)Cl)(=O)Cl (oxalyl chloride), ClC1=C(C(=O)O)C=CC=C1C(C)(C)C#N (2-Chloro-3-(1-cyano-1-methylethyl)benzoic acid), NC=1C=C(OC2=CC=C3C(=N2)SC(=N3)NC(C)=O)C=CC1Cl (N-[5-(3-amino-4-chlorophenoxy)[1,3]thiazolo[5,4-b]pyridin-2-yl]acetamide). The solvent is CN(C=O)C (N,N-dimethylformamide), O1CCCC1 (tetrahydrofuran), C(C)(=O)OCC (ethyl acetate). Product: C(C)(=O)NC=1SC2=NC(=CC=C2N1)OC=1C=CC(=C(C1)NC(C1=C(C(=CC=C1)C(C)(C)C#N)Cl)=O)Cl (N-(5-{[2-(acetylamino)[1,3]thiazolo[5,4-b]pyridin-5-yl]oxy}-2-chlorophenyl)-2-chloro-3-(1-cyano-1-methylethyl)benzamide). RXN SMILES: [Cl:1][C:2]1[C:10]([C:11]([C:14]#[N:15])([CH3:13])[CH3:12])=[CH:9][CH:8]=[CH:7][C:3]=1[C:4]([OH:6])=O.C(Cl)(=O)C(Cl)=O.[NH2:22][C:23]1[CH:24]=[C:25]([CH:40]=[CH:41][C:42]=1[Cl:43])[O:26][C:27]1[N:32]=[C:31]2[S:33][C:34]([NH:36][C:37](=[O:39])[CH3:38])=[N:35][C:30]2=[CH:29][CH:28]=1>O1CCCC1.CN(C)C=O.C(OCC)(=O)C>[C:37]([NH:36][C:34]1[S:33][C:31]2[C:30]([N:35]=1)=[CH:29][CH:28]=[C:27]([O:26][C:25]1[CH:40]=[CH:41][C:42]([Cl:43])=[C:23]([NH:22][C:4](=[O:6])[C:3]3[CH:7]=[CH:8][CH:9]=[C:10]([C:11]([C:14]#[N:15])([CH3:13])[CH3:12])[C:2]=3[Cl:1])[CH:24]=1)[N:32]=2)(=[O:39])[CH3:38]. Yield: 55.7%. Reactants: C([O-])([O-])=O.[K+].[K+] (potassium carbonate), NC=1OC2=C(N1)C=CC(=C2)CCC=2N=C1N(C=CC(=C1)CO)C2C (2-amino-6-[2-(7-hydroxymethyl-3-methylimidazo[1,2-a]pyridin-2-yl)ethyl]benzoxazole), S(=O)(Cl)Cl (thionyl chloride), ice water. Reaction conditions: time 40 minute. Yields the product NC=1OC2=C(N1)C=CC(=C2)CCC=2N=C1N(C=CC(=C1)CCl)C2C (2-amino-6-[2-(7-chloromethyl-3-methylimidazo[1,2-a]pyridin-2-yl)ethyl]benzoxazole). RXN SMILES: [NH2:1][C:2]1[O:3][C:4]2[CH:10]=[C:9]([CH2:11][CH2:12][C:13]3[N:14]=[C:15]4[CH:20]=[C:19]([CH2:21]O)[CH:18]=[CH:17][N:16]4[C:23]=3[CH3:24])[CH:8]=[CH:7][C:5]=2[N:6]=1.S(Cl)([Cl:27])=O.C(=O)([O-])[O-].[K+].[K+]>>[NH2:1][C:2]1[O:3][C:4]2[CH:10]=[C:9]([CH2:11][CH2:12][C:13]3[N:14]=[C:15]4[CH:20]=[C:19]([CH2:21][Cl:27])[CH:18]=[CH:17][N:16]4[C:23]=3[CH3:24])[CH:8]=[CH:7][C:5]=2[N:6]=1 |f:2.3.4|. Procedure: A mixture of 2-amino-6-[2-(7-hydroxymethyl-3-methylimidazo[1,2-a]pyridin-2-yl)ethyl]benzoxazole (0.5 g) and thionyl chloride (5 ml) was stirred for 40 minutes under ice-cooling. The reaction mixture was poured into ice-water and the mixture was adjusted to pH 8 with 20% aqueous potassium carbonate solution. The aqueous mixture was extracted with a mixture of tetrahydrofuran and ethyl acetate. The extract was washed with brine and dried over magnesium sulfate. The solvent was evaporated and tritu... Reactants: C(C)OC(C1=C(C=CC=C1)NC1=NC(=NC=C1Cl)NC1=CC2=C(CCN(CC2)CCOC)C=C1)=O (2-{5-chloro-2-[3-(2-methoxy-ethyl)-2,3,4,5-tetrahydro-1H-benzo[d]azepin-7-ylamino]-pyrimidin-4-ylamino}-benzoic acid ethyl ester), CN1CCN(CC1)CCN (2-(4-methyl-piperazin-1-yl)-ethylamine). The product is ClC=1C(=NC(=NC1)NC1=CC2=C(CCN(CC2)CCOC)C=C1)NC1=C(C(=O)NCCN2CCN(CC2)C)C=CC=C1 (2-{5-Chloro-2-[3-(2-methoxy-ethyl)-2,3,4,5-tetrahydro-1H-benzo[d]azepin-7-ylamino]-pyrimidin-4-ylamino}-N-[2-(4-methyl-piperazin-1-yl)-ethyl]-benzamide), foam. The yield is 25.0%. As a reaction SMILES: C([O:3][C:4](=O)[C:5]1[CH:10]=[CH:9][CH:8]=[CH:7][C:6]=1[NH:11][C:12]1[C:17]([Cl:18])=[CH:16][N:15]=[C:14]([NH:19][C:20]2[CH:34]=[CH:33][C:23]3[CH2:24][CH2:25][N:26]([CH2:29][CH2:30][O:31][CH3:32])[CH2:27][CH2:28][C:22]=3[CH:21]=2)[N:13]=1)C.[CH3:36][N:37]1[CH2:42][CH2:41][N:40]([CH2:43][CH2:44][NH2:45])[CH2:39][CH2:38]1>>[Cl:18][C:17]1[C:12]([NH:11][C:6]2[CH:7]=[CH:8][CH:9]=[CH:10][C:5]=2[C:4]([NH:45][CH2:44][CH2:43][N:40]2[CH2:41][CH2:42][N:37]([CH3:36])[CH2:38][CH2:39]2)=[O:3])=[N:13][C:14]([NH:19][C:20]2[CH:34]=[CH:33][C:23]3[CH2:24][CH2:25][N:26]([CH2:29][CH2:30][O:31][CH3:32])[CH2:27][CH2:28][C:22]=3[CH:21]=2)=[N:15][CH:16]=1. Procedure: 2-{5-Chloro-2-[3-(2-methoxy-ethyl)-2,3,4,5-tetrahydro-1H-benzo[d]azepin-7-ylamino]-pyrimidin-4-ylamino}-N-[2-(4-methyl-piperazin-1-yl)-ethyl]-benzamide was prepared from 2-{5-chloro-2-[3-(2-methoxy-ethyl)-2,3,4,5-tetrahydro-1H-benzo[d]azepin-7-ylamino]-pyrimidin-4-ylamino}-benzoic acid ethyl ester and 2-(4-methyl-piperazin-1-yl)-ethylamine in an analogous manner to Example 1396. Product isolated as a yellow foam (16 mg, 25%). LCMS (m/e) 593 (M+H); 1H-NMR (CDCl3, 400 MHz) δ 11.18 (s, 1H), 8.68 (d...